Dataset: the Open Reaction Database (ORD), a public repository of structured organic reaction records. Task: describe an organic reaction: reactants, conditions, products, and yield Starting materials: BrC1=C(C=C(S1)C(=O)N)C (5-bromo-4-methyl-2-thiophene carboxamide), BrC1=C(C=C(S1)C(=O)N)C (5-Bromo-4-methyl-2-thiophene carboxamide), BrC1=C(C=C(S1)C#N)C (5-Bromo-4-methyl-2-thiophene carbonitrile), BrC1=C(C=C(S1)C(=O)OC)C (methyl 5-bromo-4-methyl-2-thiophene carboxylate), N (NH3), O=P(Cl)(Cl)Cl (POCl3). Solvent: CO (MeOH). Run at temperature 100 celsius, time 18 hour. Product: NC=1C(=NC=C(C1)Br)C(=O)N (3-Amino-5-bromo-pyridine-2-carboxylic acid amide). Yield: 64.0%. Reaction SMILES: [Br:1][C:2]1S[C:5]([C:7]([NH2:9])=[O:8])=[CH:4][C:3]=1C.BrC1SC(C(OC)=O)=CC=1C.[NH3:22].BrC1SC([C:29]#[N:30])=CC=1C.O=P(Cl)(Cl)Cl>CO>[NH2:22][C:4]1[C:5]([C:7]([NH2:9])=[O:8])=[N:30][CH:29]=[C:2]([Br:1])[CH:3]=1. Procedure details: Add NaBH4 (0.663 g, 17.5 mmol) in small portions to a methanol solution (50 mL) of 5-bromo-2-cyano-3-nitropyridine (2.00 g, 8.77 mmol) and nickel (II) acetate tetrahydrate (4.37 g, 17.5 mmol) at 0° C. After stirring at room temperature for 20 min, add water and EtOAc. Pass the mixture through a pad of celite. Extract with EtOAc. Dry the combined EtOAc extracts over MgSO4. Purify the crude product using silica gel chromatography to give 0.75 g (40% yield) of 3-amino-5-bromo-pyridine-2-carboxylic ... Procedure: A mixture of 3-tert-butoxycarbonylmethoxy-4-nitrotoluene (36.1 g, 120 mmol), N-bromosuccinimide (21.3 g, 120 mmol), and benzoyl peroxide (4 g) in carbon tetrachloride (500 mL) was refluxed for 18 h. The insoluble material formed was removed by filtration and the filtrate was concentrated. The residue was dissolved in DMF (10 mL) and sodium azide (5.2 g, 80 mmol) was added. The mixture was stirred for 2 h at 50° C., poured into brine, and extracted with a 1:1 mixture of toluene and ethyl acetate.... The reactants are [N-]=[N+]=[N-].[Na+] (sodium azide), C(C)(C)(C)OC(=O)COC=1C=C(C=CC1[N+](=O)[O-])C (3-tert-butoxycarbonylmethoxy-4-nitrotoluene), BrN1C(CCC1=O)=O (N-bromosuccinimide), C(C1=CC=CC=C1)(=O)OOC(C1=CC=CC=C1)=O (benzoyl peroxide). The solvent is C(Cl)(Cl)(Cl)Cl (carbon tetrachloride), [Cl-].[Na+].O (brine). Product: N(=[N+]=[N-])CC1=CC(=C(C=C1)[N+](=O)[O-])OCC(=O)OC(C)(C)C (4-Azidomethyl-2-tert-butoxycarbonylmethoxynitrobenzene). RXN SMILES: [C:1]([O:5][C:6]([CH2:8][O:9][C:10]1[CH:11]=[C:12]([CH3:19])[CH:13]=[CH:14][C:15]=1[N+:16]([O-:18])=[O:17])=[O:7])([CH3:4])([CH3:3])[CH3:2].BrN1C(=O)CCC1=O.C(OOC(=O)C1C=CC=CC=1)(=O)C1C=CC=CC=1.[N-:46]=[N+:47]=[N-:48].[Na+]>C(Cl)(Cl)(Cl)Cl.[Cl-].[Na+].O>[N:46]([CH2:19][C:12]1[CH:13]=[CH:14][C:15]([N+:16]([O-:18])=[O:17])=[C:10]([O:9][CH2:8][C:6]([O:5][C:1]([CH3:4])([CH3:3])[CH3:2])=[O:7])[CH:11]=1)=[N+:47]=[N-:48] |f:3.4,6.7.8|. Conditions: temperature 50 celsius, time 2 hour. Yield: 54.3%. Procedure: Sulfonation of 2-(3-(3-aminophenyl)propyl)isoindoline-1,3-dione by benzenesulfonyl chloride following the method used in Example 6 gave N-(3-(3-(1,3-dioxoisoindolin-2-yl)propyl)phenyl)benzenesulfonamide as a yellow semi-solid. Yield (0.80 g, 62%). 1H NMR (400 MHz, DMSO-d6) δ 10.18 (s, 1H), 7.87-7.81 (m, 4H), 7.72 (d, J=7.6 Hz, 2H), 7.58-7.49 (m, 3H), 7.11 (t, J=8.0, 1H), 6.92 (s, 1H), 6.88-6.85 (m, 2H), 3.52 (t, J=7.2 Hz, 2H), 2.50-2.49 (m, 2H), 1.81-1.74 (m, 2H). RXN SMILES: [NH2:1][C:2]1[CH:3]=[C:4]([CH2:8][CH2:9][CH2:10][N:11]2[C:19](=[O:20])[C:18]3[C:13](=[CH:14][CH:15]=[CH:16][CH:17]=3)[C:12]2=[O:21])[CH:5]=[CH:6][CH:7]=1.[C:22]1([S:28](Cl)(=[O:30])=[O:29])[CH:27]=[CH:26][CH:25]=[CH:24][CH:23]=1>>[O:21]=[C:12]1[C:13]2[C:18](=[CH:17][CH:16]=[CH:15][CH:14]=2)[C:19](=[O:20])[N:11]1[CH2:10][CH2:9][CH2:8][C:4]1[CH:3]=[C:2]([NH:1][S:28]([C:22]2[CH:27]=[CH:26][CH:25]=[CH:24][CH:23]=2)(=[O:30])=[O:29])[CH:7]=[CH:6][CH:5]=1. The reactants are NC=1C=C(C=CC1)CCCN1C(C2=CC=CC=C2C1=O)=O (2-(3-(3-aminophenyl)propyl)isoindoline-1,3-dione), C1(=CC=CC=C1)S(=O)(=O)Cl (benzenesulfonyl chloride). The product is O=C1N(C(C2=CC=CC=C12)=O)CCCC=1C=C(C=CC1)NS(=O)(=O)C1=CC=CC=C1 (N-(3-(3-(1,3-dioxoisoindolin-2-yl)propyl)phenyl)benzenesulfonamide). Starting materials: C(C)OC(=O)NC=1SC(=C(C1C(=O)OCC)C)C (ethyl 2-ethoxycarbonylamino-4,5-dimethyl-3-thiophenecarboxylate), ClC1=CC=C(CN)C=C1 (4-chlorobenzylamine). The solvent is C(C)O (ethanol), CN(C=O)C (N,N-dimethylformamide). The product is ClC1=CC=C(CN2C(NC3=C(C2=O)C(=C(S3)C)C)=O)C=C1 (3-(4-chlorobenzyl)-5,6-dimethylthieno[2,3-d]pyrimidin-2,4(1H,3H)-dione). The yield is 68.0%. Reaction SMILES: C(O[C:4]([NH:6][C:7]1[S:8][C:9]([CH3:18])=[C:10]([CH3:17])[C:11]=1[C:12]([O:14]CC)=O)=[O:5])C.[Cl:19][C:20]1[CH:27]=[CH:26][C:23]([CH2:24][NH2:25])=[CH:22][CH:21]=1>C(O)C.CN(C)C=O>[Cl:19][C:20]1[CH:27]=[CH:26][C:23]([CH2:24][N:25]2[C:12](=[O:14])[C:11]3[C:10]([CH3:17])=[C:9]([CH3:18])[S:8][C:7]=3[NH:6][C:4]2=[O:5])=[CH:22][CH:21]=1. Procedure details: A 1 g quantity of ethyl 2-ethoxycarbonylamino-4,5-dimethyl-3-thiophenecarboxylate and 1 g of 4-chlorobenzylamine were dissolved in a mixture of 3 ml of ethanol and 1 ml of N,N-dimethylformamide and the mixture was allowed to react in a sealed tube at 230° C. for 7 hours. The reaction mixture was concentrated and the residue was recrystallized from an acetone-ethanol-dimethylformamide mixture, giving 0.8 g of 3-(4-chlorobenzyl)-5,6-dimethylthieno[2,3-d]pyrimidin-2,4(1H,3H)-dione having a melting ... Starting materials: COC1=CC=C(NC=2SC3=C(C(N2)=O)C=CC=N3)C=C1 (2-(4-methoxyanilino)-4H-pyrido[3,2-e]-1,3-thiazin-4-one), [H-].[Li+] (lithium hydride), CI (methyl iodide). Yields the product COC1=CC=C(C=C1)N=C1SC2=C(C(N1C)=O)C=CC=N2 (2-[(4-methoxyphenyl)imino]-3-methyl-2,3-dihydro-4H-pyrido[3,2-e]-1,3-thiazin-4-one). As a reaction SMILES: [CH3:1][O:2][C:3]1[CH:20]=[CH:19][C:6]([NH:7][C:8]2[S:9][C:10]3[N:18]=[CH:17][CH:16]=[CH:15][C:11]=3[C:12](=[O:14])[N:13]=2)=[CH:5][CH:4]=1.[H-].[Li+].[CH3:23]I>>[CH3:1][O:2][C:3]1[CH:20]=[CH:19][C:6]([N:7]=[C:8]2[N:13]([CH3:23])[C:12](=[O:14])[C:11]3[CH:15]=[CH:16][CH:17]=[N:18][C:10]=3[S:9]2)=[CH:5][CH:4]=1 |f:1.2|. Procedure: The reaction procedure of Example 11 was followed except that 428 mg of 2-(4-methoxyanilino)-4H-pyrido[3,2-e]-1,3-thiazin-4-one, 14 mg of lithium hydride and 0.094 ml of methyl iodide were used. As a result, 200 mg of 2-[(4-methoxyphenyl)imino]-3-methyl-2,3-dihydro-4H-pyrido[3,2-e]-1,3-thiazin-4-one was obtained as a low polarity substance, and 35 mg of 2-[N-(4-methoxyphenyl)-N-methylamino]-4H-pyrido[3,2-e]-1,3-thiazin-4-one was obtained as a high polarity substance. Starting materials: CC(C)(C)OC(=O)N1CCN(c2ccc(NC(=O)c3nc(-c4ccccc4)oc3C(F)(F)F)cn2)CC1, ClCCl, CO, Cl. The product is Cl, O=C(Nc1ccc(N2CCNCC2)nc1)c1nc(-c2ccccc2)oc1C(F)(F)F. RXN SMILES: [C:1]([O:2][C:3](=[O:4])[N:8]1[CH2:9][CH2:10][N:11]([c:14]2[n:15][cH:16][c:17]([NH:20][C:21](=[O:22])[c:23]3[n:24][c:25](-[c:32]4[cH:33][cH:34][cH:35][cH:36][cH:37]4)[o:26][c:27]3[C:28]([F:29])([F:30])[F:31])[cH:18][cH:19]2)[CH2:12][CH2:13]1)([CH3:5])([CH3:6])[CH3:7].[CH2:39]([Cl:40])[Cl:41].[CH3:42][OH:43].[ClH:38]>>[ClH:38].[NH:8]1[CH2:9][CH2:10][N:11]([c:14]2[n:15][cH:16][c:17]([NH:20][C:21](=[O:22])[c:23]3[n:24][c:25](-[c:32]4[cH:33][cH:34][cH:35][cH:36][cH:37]4)[o:26][c:27]3[C:28]([F:29])([F:30])[F:31])[cH:18][cH:19]2)[CH2:12][CH2:13]1. Yields the product OC1=CC=C(C=C1)N1CCN(CC1)C1=NC(=CC(=C1C#N)C)C1=CC=CC=C1 (1-(4-hydroxyphenyl)-4-(3-cyano-4-methyl-6-phenylpyrid-2-yl)piperazine). Procedure details: 12.26 g (36 mmol) of 1-(4-hydroxyphenyl)piperazine dihydrobromide, 8.24 g (36.1 mmol) of 2-chloro-3-cyano-4-methyl-6-phenylpyridine and 7.46 g (54 mmol) of powdered K2CO3 in 135 ml of absolute DMF were reacted at 90° C. according to the procedure described in Example 20. The mixture was subsequently stirred for 10 hours at 110° C. After removal of the DMF by distillation, the residue was taken up in CH2Cl2 /water. After thorough mixing, separating the phases and extraction of the aqueous solutio... As a reaction SMILES: Br.Br.[OH:3][C:4]1[CH:9]=[CH:8][C:7]([N:10]2[CH2:15][CH2:14][NH:13][CH2:12][CH2:11]2)=[CH:6][CH:5]=1.Cl[C:17]1[C:22]([C:23]#[N:24])=[C:21]([CH3:25])[CH:20]=[C:19]([C:26]2[CH:31]=[CH:30][CH:29]=[CH:28][CH:27]=2)[N:18]=1.C([O-])([O-])=O.[K+].[K+]>CN(C=O)C>[OH:3][C:4]1[CH:5]=[CH:6][C:7]([N:10]2[CH2:15][CH2:14][N:13]([C:17]3[C:22]([C:23]#[N:24])=[C:21]([CH3:25])[CH:20]=[C:19]([C:26]4[CH:31]=[CH:30][CH:29]=[CH:28][CH:27]=4)[N:18]=3)[CH2:12][CH2:11]2)=[CH:8][CH:9]=1 |f:0.1.2,4.5.6|. Reactants: Br.Br.OC1=CC=C(C=C1)N1CCNCC1 (1-(4-hydroxyphenyl)piperazine dihydrobromide), ClC1=NC(=CC(=C1C#N)C)C1=CC=CC=C1 (2-chloro-3-cyano-4-methyl-6-phenylpyridine), C(=O)([O-])[O-].[K+].[K+] (K2CO3). Isolated yield 51.1%. Run at temperature 110 celsius, time 10 hour. The solvent is CN(C)C=O (DMF). Starting materials: CN(C(=O)Cl)c1ccc(C#N)cc1, COCCOC, COCCO, [H-], [H][H], [Na+], O, OCc1cccnc1. Yields the product CN(C(=O)OCc1cccnc1)c1ccc(C#N)cc1. RXN SMILES: [CH3:13][N:14]([C:15](=[O:16])[Cl:17])[c:18]1[cH:19][cH:20][c:21]([C:24]#[N:25])[cH:22][cH:23]1.[CH3:27][O:28][CH2:29][CH2:30][O:31][CH3:32].[CH3:33][O:34][CH2:35][CH2:36][OH:37].[H-:9].[H:11][H:12].[Na+:10].[OH2:26].[n:1]1[cH:2][c:3]([CH2:7][OH:8])[cH:4][cH:5][cH:6]1>>[n:1]1[cH:2][c:3]([CH2:7][O:8][C:15]([N:14]([CH3:13])[c:18]2[cH:19][cH:20][c:21]([C:24]#[N:25])[cH:22][cH:23]2)=[O:16])[cH:4][cH:5][cH:6]1. Run in CN(C)C=O (DMF), CN(C)C=O (DMF), CN(C)C=O (DMF), hexanes, [OH-].[Na+] (NaOH). Reactants: C(=O)(OC(C)(C)C)N1CCC(CC1)COS(=O)(=O)C (1-Boc-4-methylsulfonyloxymethyl-piperidine), [H-].[Na+] (NaH), [N+](=O)([O-])C=1C=CC(=C(C1)O)C(C(F)(F)F)(F)F (5-nitro-2-pentafluoroethyl-phenol), C(=O)([O-])[O-].[K+].[K+] (K2CO3). RXN SMILES: [H-].[Na+].[N+:3]([C:6]1[CH:7]=[CH:8][C:9]([C:13]([F:19])([F:18])[C:14]([F:17])([F:16])[F:15])=[C:10]([OH:12])[CH:11]=1)([O-:5])=[O:4].[C:20]([N:27]1[CH2:32][CH2:31][CH:30]([CH2:33]OS(C)(=O)=O)[CH2:29][CH2:28]1)([O:22][C:23]([CH3:26])([CH3:25])[CH3:24])=[O:21].C([O-])([O-])=O.[K+].[K+]>CN(C=O)C.[OH-].[Na+]>[C:20]([N:27]1[CH2:28][CH2:29][CH:30]([CH2:33][O:12][C:10]2[C:9]([C:13]([F:18])([F:19])[C:14]([F:15])([F:16])[F:17])=[CH:8][CH:7]=[C:6]([N+:3]([O-:5])=[O:4])[CH:11]=2)[CH2:31][CH2:32]1)([O:22][C:23]([CH3:26])([CH3:25])[CH3:24])=[O:21] |f:0.1,4.5.6,8.9|. Product: C(=O)(OC(C)(C)C)N1CCC(CC1)COC1=CC(=CC=C1C(C(F)(F)F)(F)F)[N+](=O)[O-] (1-Boc-4-(3-nitro-6-pentafluoroethyl-phenoxymethyl)-piperidine). Procedure: To a slurry of 60% NaH suspension in DMF (30 mL) at RT added a solution of 5-nitro-2-pentafluoroethyl-phenol (3.6 g) in 5 mL DMF. The dark red mixture was stirred at RT for 10 min then added a solution of 1-Boc-4-methylsulfonyloxymethyl-piperidine (3.1 g) in 5 mL DMF. The reaction was stirred at 60° C. and 95° C. After 1 h, added 2.94 g K2CO3 and stirred overnight at 105° C. After cooling to RT, the reaction was diluted with hexanes and 1N NaOH. Separated layers, and washed organic layer with 1N... Conditions: time 10 minute.